This data is from the Open Reaction Database (ORD), a public repository of structured organic reaction records. The task is: describe an organic reaction: reactants, conditions, products, and yield Starting materials: Intermediate 1, BrC1=C(N=C2N(C1=O)C=CC=C2)C (3-bromo-2-methyl-4H-pyrido[1,2-a]pyrimidin-4-one), CN(CCOC1=C(C=O)C=CC=C1OC)C (2-[2-(dimethylamino)ethoxy]-3-methoxybenzaldehyde), [O-]CC.[Na+] (sodium ethoxide). Run in C(C)O (ethanol). Product: BrC1=C(N=C2N(C1=O)C=CC=C2)\C=C\C2=C(C(=CC=C2)OC)OCCN(C)C (3-Bromo-2-[(E)-2-{2-[2-(dimethylamino)ethoxy]-3-methoxyphenyl}vinyl]-4H-pyrido-[1,2-a]pyrimidin-4-one), product. Reaction SMILES: [Br:1][C:2]1[C:7](=[O:8])[N:6]2[CH:9]=[CH:10][CH:11]=[CH:12][C:5]2=[N:4][C:3]=1[CH3:13].[CH3:14][N:15]([CH3:29])[CH2:16][CH2:17][O:18][C:19]1[C:26]([O:27][CH3:28])=[CH:25][CH:24]=[CH:23][C:20]=1[CH:21]=O.[O-]CC.[Na+]>C(O)C>[Br:1][C:2]1[C:7](=[O:8])[N:6]2[CH:9]=[CH:10][CH:11]=[CH:12][C:5]2=[N:4][C:3]=1/[CH:13]=[CH:21]/[C:20]1[CH:23]=[CH:24][CH:25]=[C:26]([O:27][CH3:28])[C:19]=1[O:18][CH2:17][CH2:16][N:15]([CH3:29])[CH3:14] |f:2.3|. Procedure: The title compound was prepared from 3-bromo-2-methyl-4H-pyrido[1,2-a]pyrimidin-4-one (1.021 g, 4.18 mmol) and 2-[2-(dimethylamino)ethoxy]-3-methoxybenzaldehyde (0.969 g, 5.011 mmol) in the presence of sodium ethoxide (0.426 g, 6.27 mmol) in absolute ethanol (25 ml) as described in Intermediate 1 to give 649 mg of the product as a light yellow solid; 1H NMR (300 MHz, CDCl3) δ 2.39 (s, 6H), 2.82 (s, 2H), 3.87 (s, 3H), 4.12 (s, 2H), 6.91 (d, J=7.5 Hz, 1H), 7.04-7.10 (m, 2H), 7.28-7.34 (m, 1H), 7.6... The reactants are C=O, CC12CCC(=O)C=C1CCC1C2CCC2(C)C1C=CC2(C)O, OCCN(CCO)CCO, Sc1ccccc1. Yields the product CC12CCC(=O)C(CSc3ccccc3)=C1CCC1C2CCC2(C)C1C=CC2(C)O. RXN SMILES: [CH2:30]=[O:31].[OH:1][C:2]1([CH3:22])[C:3]2([CH3:4])[CH:5]([CH:6]=[CH:7]1)[CH:8]1[CH2:9][CH2:10][C:11]3=[CH:12][C:13](=[O:21])[CH2:14][CH2:15][C:16]3([CH3:17])[CH:18]1[CH2:19][CH2:20]2.[OH:32][CH2:33][CH2:34][N:35]([CH2:36][CH2:37][OH:38])[CH2:39][CH2:40][OH:41].[SH:23][c:24]1[cH:25][cH:26][cH:27][cH:28][cH:29]1>>[OH:1][C:2]1([CH3:22])[C:3]2([CH3:4])[CH:5]([CH:6]=[CH:7]1)[CH:8]1[CH2:9][CH2:10][C:11]3=[C:12]([CH2:30][S:23][c:24]4[cH:25][cH:26][cH:27][cH:28][cH:29]4)[C:13](=[O:21])[CH2:14][CH2:15][C:16]3([CH3:17])[CH:18]1[CH2:19][CH2:20]2. Reagents/catalysts: [Cu]I (copper (I) iodide). Procedure: A mixture of 1-(4-iodophenyl)pyrrolidine (22.8 g), the product of stage (i) (16.0 g), BTPC (1.5 g) and copper (I) iodide (150 mg) in DEA (125 ml) and THF (125 ml) was stirred under nitrogen for 18 h. The dark mixture was treated with ether (250 ml), the precipitate was removed by filtration and the filtrate was concentrated to a black oil which was purified by FCC (hexane→System D 9:1) to give the title compound as a pale yellow oil (3.0 g) T.l.c. (System D 9:1) Rf 0.24. The product is BrCCCCOCC#CC1=CC=C(C=C1)N1CCCC1 (1-[4-[3-[(4-Bromobutyl)oxy]-1-propynyl]phenyl]pyrrolidine). The reactants are IC1=CC=C(C=C1)N1CCCC1 (1-(4-iodophenyl)pyrrolidine), BrCCCCOCC#C (3-[(4-Bromobutyl)oxy]-1-propyne), C1CCOC1 (THF). Reaction SMILES: I[C:2]1[CH:7]=[CH:6][C:5]([N:8]2[CH2:12][CH2:11][CH2:10][CH2:9]2)=[CH:4][CH:3]=1.[Br:13][CH2:14][CH2:15][CH2:16][CH2:17][O:18][CH2:19][C:20]#[CH:21].C1COCC1>[Cu]I.CCOCC>[Br:13][CH2:14][CH2:15][CH2:16][CH2:17][O:18][CH2:19][C:20]#[C:21][C:2]1[CH:7]=[CH:6][C:5]([N:8]2[CH2:12][CH2:11][CH2:10][CH2:9]2)=[CH:4][CH:3]=1. Solvent: CCOCC (ether). Yield: 10.7%. Reactants: [Na] (sodium), C1(CC1)C(N)=NO (cyclopropylcarboxamide oxime), CN1C(C=2N(C3=CC=CC=C13)C=NC2C(=O)OCC)=O (ethyl 4,5-dihydro-5-methyl-4-oxo-imidazo(1,5-a)quinoxaline-3-carboxylate). The solvent is C(C)O (ethanol). Product: C1(CC1)C1=NOC(=N1)C=1N=CN2C1C(N(C1=CC=CC=C21)C)=O (3-(3-cyclopropyl-1,2,4-oxadiazol-5-yl)-4,5-dihydro-5-methyl-4-oxo-imidazo(1,5-a)quinoxaline). RXN SMILES: [Na].[CH:2]1([C:5](=[N:7][OH:8])[NH2:6])[CH2:4][CH2:3]1.[CH3:9][N:10]1[C:19]2[C:14](=[CH:15][CH:16]=[CH:17][CH:18]=2)[N:13]2[CH:20]=[N:21][C:22]([C:23](OCC)=O)=[C:12]2[C:11]1=[O:28]>C(O)C>[CH:2]1([C:5]2[N:6]=[C:23]([C:22]3[N:21]=[CH:20][N:13]4[C:14]5[C:19](=[CH:18][CH:17]=[CH:16][CH:15]=5)[N:10]([CH3:9])[C:11](=[O:28])[C:12]=34)[O:8][N:7]=2)[CH2:4][CH2:3]1 |^1:0|. Reported procedure: 50 mg of sodium was dissolved in 25 ml of dry ethanol containing 3 g of molecular sieves (4 Å) and 0.5 g of cyclopropylcarboxamide oxime was added to this mixture and thereupon 0.6 g of ethyl 4,5-dihydro-5-methyl-4-oxo-imidazo(1,5-a)quinoxaline-3-carboxylate. The resulting mixture was refluxed for 2 hours, whereafter the molecular sieves were filtered off. The title compound was isolated after evaporation of the solvent in vacuo, followed by addition of icewater and filtration. Yield 0.4 g of ti... The reactants are S1NC(C2=C1C=CC=C2)=O (benzo[d]isothiazol-3-one), C1(CCCCC1)N=C=O (cyclohexyl isocyanate), IR(CHCl3). Yields the product C1(CCCCC1)NC(=O)N1SC2=C(C1=O)C=CC=C2 (3-Oxo-3H-benzo[d]isothiazole-2-carboxylic acid cyclohexylamide). As a reaction SMILES: [S:1]1[C:5]2[CH:6]=[CH:7][CH:8]=[CH:9][C:4]=2[C:3](=[O:10])[NH:2]1.[CH:11]1([N:17]=[C:18]=[O:19])[CH2:16][CH2:15][CH2:14][CH2:13][CH2:12]1>>[CH:11]1([NH:17][C:18]([N:2]2[C:3](=[O:10])[C:4]3[CH:9]=[CH:8][CH:7]=[CH:6][C:5]=3[S:1]2)=[O:19])[CH2:16][CH2:15][CH2:14][CH2:13][CH2:12]1. Procedure details: Following the synthetic procedure of 6a as described in Example 1, compound 6h (52% yield) was synthesized from benzo[d]isothiazol-3-one and cyclohexyl isocyanate as a white solid. mp 49-51° C; IR(CHCl3) 3287, 1711, 1660, 1533 cm−1; 1H-NMR (CDCl3) δ 1.20-1.65 (m, 6H), 1.65-1.80 (m, 2H), 1.95-2.05 (m, 2H), 3.80-3.94 (m, 1H), 7.42 (t, J=7.6 Hz, 1H), 7.58 (d, J=7.6 Hz, 1H), 7.69 (t, J=7.6 Hz, 1H), 8.00 (d, J=7.6 Hz, 1H, 8.86 (br s, 1H); ESIMS m/e 277 (M++1). Reactants: C(C=C)(=O)N1C(=CC2=CC(=CC=C12)C(=O)N)N1CCC(CC1)CC1=CC=CC=C1 (1-acryloyl-(4-benzylpiperidinyl)-indole-5-carboxamide), C(C1=CC=CC=C1)N (benzylamine). Yields the product C(C1=CC=CC=C1)NCCC(=O)N1C(=CC2=CC(=CC=C12)C(=O)N)N1CCC(CC1)CC1=CC=CC=C1 (1-(3-benzylaminopropionyl)-(4benzylpiperidinyl)-indole-5-carboxamide). As a reaction SMILES: [C:1]([N:5]1[C:13]2[C:8](=[CH:9][C:10]([C:14]([NH2:16])=[O:15])=[CH:11][CH:12]=2)[CH:7]=[C:6]1[N:17]1[CH2:22][CH2:21][CH:20]([CH2:23][C:24]2[CH:29]=[CH:28][CH:27]=[CH:26][CH:25]=2)[CH2:19][CH2:18]1)(=[O:4])[CH:2]=[CH2:3].[CH2:30]([NH2:37])[C:31]1[CH:36]=[CH:35][CH:34]=[CH:33][CH:32]=1>>[CH2:30]([NH:37][CH2:3][CH2:2][C:1]([N:5]1[C:13]2[C:8](=[CH:9][C:10]([C:14]([NH2:16])=[O:15])=[CH:11][CH:12]=2)[CH:7]=[C:6]1[N:17]1[CH2:22][CH2:21][CH:20]([CH2:23][C:24]2[CH:25]=[CH:26][CH:27]=[CH:28][CH:29]=2)[CH2:19][CH2:18]1)=[O:4])[C:31]1[CH:36]=[CH:35][CH:34]=[CH:33][CH:32]=1. Reported procedure: was prepared by reacting 1-acryloyl-(4-benzylpiperidinyl)-indole-5-carboxamide with benzylamine. M+ 479. Product: O[C@H](C)[C@@H]1[C@H]2[C@H](C(=C(N2C1=O)C(=O)O)S[C@H]1C[C@H](NC1)CN1C(NCC1=O)=O)C ((4R,5S,6S)-6-[(1R)-1-hydroxyethyl]-3-[(2S,4S)-2-(2,5-dioxoimidazolidin-1-yl)methylpyrrolidin-4-yl]thio-4-methyl-7-oxo-1-azabicyclo[3.2.0]hept-2-ene-2-carboxylic acid). Starting materials: P(O)(O)(O)=O (phosphoric acid), [H][H] (hydrogen), O[C@H](C)[C@@H]1[C@H]2[C@H](C(=C(N2C1=O)C(=O)OCC=C)S[C@H]1C[C@H](N(C1)C(=O)OCC1=CC=C(C=C1)[N+](=O)[O-])CN1C(NCC1=O)=O)C (allyl (4R,5S,6S)-6-[(1R)-1-hydroxyethyl]-3-[(2S,4S)-2-(2,5-dioxoimidazolidin-1-yl)methyl-1-(4-nitrobenzyloxycarbonyl)pyrrolidin-4-yl]thio-4-methyl-7-oxo-1-azabicyclo[3.2.0]hept-2-ene-2-carboxylate), C1(=CC=CC=C1)P(C1=CC=CC=C1)C1=CC=CC=C1 (triphenylphosphine), C(C)C(C(=O)[O-])CCCC.[Na+] (sodium 2-ethylhexanoate). The reagents and catalysts are [OH-].[OH-].[Pd+2] (palladium hydroxide on carbon), C=1C=CC(=CC1)[P](C=2C=CC=CC2)(C=3C=CC=CC3)[Pd]([P](C=4C=CC=CC4)(C=5C=CC=CC5)C=6C=CC=CC6)([P](C=7C=CC=CC7)(C=8C=CC=CC8)C=9C=CC=CC9)[P](C=1C=CC=CC1)(C=1C=CC=CC1)C=1C=CC=CC1 (tetrakis(triphenylphosphine)palladium(0)). Isolated yield 42.1%. As a reaction SMILES: [OH:1][C@@H:2]([C@H:4]1[C:10](=[O:11])[N:9]2[C@@H:5]1[C@@H:6]([CH3:45])[C:7]([S:18][C@@H:19]1[CH2:23][N:22](C(OCC3C=CC([N+]([O-])=O)=CC=3)=O)[C@H:21]([CH2:37][N:38]3[C:42](=[O:43])[CH2:41][NH:40][C:39]3=[O:44])[CH2:20]1)=[C:8]2[C:12]([O:14]CC=C)=[O:13])[CH3:3].C1(P(C2C=CC=CC=2)C2C=CC=CC=2)C=CC=CC=1.C(C(CCCC)C([O-])=O)C.[Na+].P(=O)(O)(O)O.[H][H]>O1CCCC1.C1C=CC([P]([Pd]([P](C2C=CC=CC=2)(C2C=CC=CC=2)C2C=CC=CC=2)([P](C2C=CC=CC=2)(C2C=CC=CC=2)C2C=CC=CC=2)[P](C2C=CC=CC=2)(C2C=CC=CC=2)C2C=CC=CC=2)(C2C=CC=CC=2)C2C=CC=CC=2)=CC=1.[OH-].[OH-].[Pd+2]>[OH:1][C@@H:2]([C@H:4]1[C:10](=[O:11])[N:9]2[C@@H:5]1[C@@H:6]([CH3:45])[C:7]([S:18][C@@H:19]1[CH2:23][NH:22][C@H:21]([CH2:37][N:38]3[C:42](=[O:43])[CH2:41][NH:40][C:39]3=[O:44])[CH2:20]1)=[C:8]2[C:12]([OH:14])=[O:13])[CH3:3] |f:2.3,8.9.10,^1:91,93,112,131|. Solvent: O1CCCC1 (tetrahydrofuran), O1CCCC1 (tetrahydrofuran). Reported procedure: To a solution of allyl (4R,5S,6S)-6-[(1R)-1-hydroxyethyl]-3-[(2S,4S)-2-(2,5-dioxoimidazolidin-1-yl)methyl-1-(4-nitrobenzyloxycarbonyl)pyrrolidin-4-yl]thio-4-methyl-7-oxo-1-azabicyclo[3.2.0]hept-2-ene-2-carboxylate (1.44 g) in tetrahydrofuran (30 ml) were added triphenylphosphine (0.29 g), sodium 2-ethylhexanoate (0.41 g) and tetrakis(triphenylphosphine)palladium(0) (0.13 g) successively with stirring at ambient temperature After stirring at the same temperature for 1 hour, the reaction mixture w... Starting materials: C=CC(=O)Cl, Nc1ccc2cc(C(=O)O)ccc2c1, CN(C)C=O, O, c1ccncc1. Product: C=CC(=O)Nc1ccc2cc(C(=O)O)ccc2c1. As a reaction SMILES: [C:15]([CH:16]=[CH2:17])(=[O:18])[Cl:19].[NH2:1][c:2]1[cH:3][c:4]2[cH:5][cH:6][c:7]([C:12](=[O:13])[OH:14])[cH:8][c:9]2[cH:10][cH:11]1.[O:20]=[CH:21][N:22]([CH3:23])[CH3:24].[OH2:31].[cH:25]1[cH:26][cH:27][n:28][cH:29][cH:30]1>>[NH:1]([c:2]1[cH:3][c:4]2[cH:5][cH:6][c:7]([C:12](=[O:13])[OH:14])[cH:8][c:9]2[cH:10][cH:11]1)[C:15]([CH:16]=[CH2:17])=[O:18].